Dataset: the Open Reaction Database (ORD), a public repository of structured organic reaction records. Task: describe an organic reaction: reactants, conditions, products, and yield Procedure details: While 26.48 g (121.3 mM) of 5-thia-1,8b-diazaacenaphthylene-4-carboxylic acid and 15.4 g (133 mM) of N-hydroxysuccinimide were stirred together in 250 ml of acetonitrile, 25.6 g (133 mM) of 1-ethyl-3-(3-dimethylaminopropyl)carbodiimide hydrochloride was added and the mixture was stirred at room temperature for 6 hours. To this reaction mixture was added 20.3 ml (146 mM) of triethylamine as well as 27.3 g (127 mM) of 1-(tert-butoxycarbonyl)piperidin-4-ylmethylamine and the mixture was stirred at ... The product is Cl.Cl.N1CCC(CC1)CC=1N=C2C=CC=C3SC(=CC1N23)C(=O)N ((piperidin-4-ylmethyl)-5-thia-1,8b-diazaacenaphthylene-4-carboxamide dihydrochloride). Starting materials: C(C)(C)(C)OC(=O)N1CCC(CC1)CNC(=O)C1=CC2=CN=C3C=CC=C(S1)N32 (N-[1-(tert-butoxycarbonyl)piperidin-4-ylmethyl]-5-thia-1,8b-diazaacenaphthylene-4-carboxamide), Cl (hydrochloric acid), C(C)O (ethanol). Reaction conditions: time 1 hour. RXN SMILES: C(OC(N1CCC(C[NH:15][C:16]([C:18]2[S:28][C:27]3[N:29]4[C:20](=[CH:21][N:22]=[C:23]4[CH:24]=[CH:25][CH:26]=3)[CH:19]=2)=[O:17])CC1)=O)(C)(C)C.[ClH:30].[CH2:31](O)[CH3:32]>>[ClH:30].[ClH:30].[NH:22]1[CH2:23][CH2:24][CH:31]([CH2:32][C:21]2[N:22]=[C:23]3[N:29]4[C:27]([S:28][C:18]([C:16]([NH2:15])=[O:17])=[CH:19][C:20]=24)=[CH:26][CH:25]=[CH:24]3)[CH2:20][CH2:21]1 |f:3.4.5|. Reactants: BrCC1CCCO1, CN1CCCN(C)C1=O, CN1CCCN(C)C1=O, CC(C)[N-]C(C)C, O=C(O)Cc1ccc(Cl)c(Cl)c1, [Li+], C1CCOC1. The product is O=C(O)C(CC1CCCO1)c1ccc(Cl)c(Cl)c1. Reaction SMILES: [Br:21][CH2:22][CH:23]1[O:24][CH2:25][CH2:26][CH2:27]1.[CH3:28][N:29]1[CH2:30][CH2:31][CH2:32][N:33]([CH3:34])[C:35]1=[O:36].[CH3:42][N:43]1[CH2:44][CH2:45][CH2:46][N:47]([CH3:48])[C:49]1=[O:50].[CH:1]([N-:2][CH:3]([CH3:4])[CH3:5])([CH3:6])[CH3:7].[Cl:9][c:10]1[cH:11][c:12]([CH2:17][C:18](=[O:19])[OH:20])[cH:13][cH:14][c:15]1[Cl:16].[Li+:8].[O:37]1[CH2:38][CH2:39][CH2:40][CH2:41]1>>[Cl:9][c:10]1[cH:11][c:12]([CH:17]([C:18](=[O:19])[OH:20])[CH2:22][CH:23]2[O:24][CH2:25][CH2:26][CH2:27]2)[cH:13][cH:14][c:15]1[Cl:16]. Starting materials: Cn1ncc(Br)c1-c1cc(N)ccc1OCCN1CCCC1, CS(C)=O, O=C=Nc1ccc(F)cc1F. Yields the product Cn1ncc(Br)c1-c1cc(NC(=O)Nc2ccc(F)cc2F)ccc1OCCN1CCCC1. RXN SMILES: [Br:1][c:2]1[c:3](-[c:8]2[cH:9][c:10]([NH2:22])[cH:11][cH:12][c:13]2[O:14][CH2:15][CH2:16][N:17]2[CH2:18][CH2:19][CH2:20][CH2:21]2)[n:4]([CH3:7])[n:5][cH:6]1.[CH3:34][S:35]([CH3:36])=[O:37].[F:23][c:24]1[c:25]([N:31]=[C:32]=[O:33])[cH:26][cH:27][c:28]([F:30])[cH:29]1>>[Br:1][c:2]1[c:3](-[c:8]2[cH:9][c:10]([NH:22][C:32]([NH:31][c:25]3[c:24]([F:23])[cH:29][c:28]([F:30])[cH:27][cH:26]3)=[O:33])[cH:11][cH:12][c:13]2[O:14][CH2:15][CH2:16][N:17]2[CH2:18][CH2:19][CH2:20][CH2:21]2)[n:4]([CH3:7])[n:5][cH:6]1. Reactants: C(CC=C)N(C(=O)C1N(C1)C(C)C1=CC=CC2=CC=CC=C12)CCC1=CC=CC=C1 (1-(1-Naphthalen-1-yl-ethyl)-aziridine-2-carboxylic acid but-3-enyl-phenethyl-amide). The solvent is ClC1=C(C=CC=C1)Cl (o-dichlorobenzene). Yields the product C1(=CC=CC2=CC=CC=C12)C(C)N1CCC2C1C(N(CC2)CCC2=CC=CC=C2)=O (1-(1-Naphthalen-1-yl-ethyl)-6-phenethyl-octahydro-pyrrolo[2,3-c]pyridin-7-one). Isolated yield 42.7%. RXN SMILES: [CH2:1]([N:5]([CH2:23][CH2:24]C1C=CC=CC=1)[C:6]([CH:8]1[CH2:10][N:9]1[CH:11]([C:13]1[C:22]2[C:17](=[CH:18][CH:19]=[CH:20][CH:21]=2)[CH:16]=[CH:15][CH:14]=1)[CH3:12])=[O:7])[CH2:2][CH:3]=[CH2:4]>ClC1C=CC=CC=1Cl>[C:13]1([CH:11]([N:9]2[CH:8]3[C:6](=[O:7])[N:5]([CH2:23][CH2:24][C:13]4[CH:22]=[CH:17][CH:16]=[CH:15][CH:14]=4)[CH2:1][CH2:2][CH:3]3[CH2:4][CH2:10]2)[CH3:12])[C:22]2[C:17](=[CH:18][CH:19]=[CH:20][CH:21]=2)[CH:16]=[CH:15][CH:14]=1. Reported procedure: A solution of 3 (15 g, 58.7 mmol) in o-dichlorobenzene (100 mL) is heated at 250° C. for 1200 s in a microwave reactor. The mixture is purified by flash chromatography (silica gel; Hexane/EtOAc 1:1; second spot) to provide 5 g (33%) of the title compound as an enantiomerically pure compound. M+H+=399.32. Starting materials: CCO, Cl, O=N[O-], N#CCC(N)=C(C#N)C#N, Nc1ccc(C(=O)O)cc1, [Na+], [Na+], [Na], [OH-], O. Yields the product N#CC(=NNc1ccc(C(=O)O)cc1)C(N)=C(C#N)C#N. RXN SMILES: [CH3:29][CH2:30][OH:31].[ClH:11].[N:12]([O-:13])=[O:14].[NH2:17][C:18](=[C:19]([C:20]#[N:21])[C:22]#[N:23])[CH2:24][C:25]#[N:26].[NH2:1][c:2]1[cH:3][cH:4][c:5]([C:6](=[O:7])[OH:8])[cH:9][cH:10]1.[Na+:15].[Na+:28].[Na:16].[OH-:27].[OH2:32]>>[NH:1]([c:2]1[cH:3][cH:4][c:5]([C:6](=[O:7])[OH:8])[cH:9][cH:10]1)[N:12]=[C:24]([C:18]([NH2:17])=[C:19]([C:20]#[N:21])[C:22]#[N:23])[C:25]#[N:26]. Reactants: CCOC(C)=O, C1CCOC1, CCCCCCC, O=C(O)c1cccc(-n2ncc3cc(I)ccc32)c1. Product: OCc1cccc(-n2ncc3cc(I)ccc32)c1. Reaction SMILES: [C:27]([O:28][CH2:29][CH3:30])(=[O:31])[CH3:32].[CH2:33]1[O:34][CH2:35][CH2:36][CH2:37]1.[CH3:20][CH2:21][CH2:22][CH2:23][CH2:24][CH2:25][CH3:26].[I:1][c:2]1[cH:3][c:4]2[cH:5][n:6][n:7](-[c:11]3[cH:12][c:13]([C:14](=[O:15])[OH:16])[cH:17][cH:18][cH:19]3)[c:8]2[cH:9][cH:10]1>>[I:1][c:2]1[cH:3][c:4]2[cH:5][n:6][n:7](-[c:11]3[cH:12][c:13]([CH2:14][OH:15])[cH:17][cH:18][cH:19]3)[c:8]2[cH:9][cH:10]1. The reactants are CO, CCc1c(Cl)nn(C)c1-c1csc(C(=O)NC(Cc2ccccc2C(F)(F)F)CN2C(=O)c3ccccc3C2=O)c1, NN, C1CCOC1. The product is CCc1c(Cl)nn(C)c1-c1csc(C(=O)NC(CN)Cc2ccccc2C(F)(F)F)c1. Reaction SMILES: [CH3:49][OH:50].[Cl:1][c:2]1[n:3][n:4]([CH3:41])[c:5](-[c:9]2[cH:10][c:11]([C:14](=[O:15])[NH:16][CH:17]([CH2:18][N:19]3[C:20](=[O:21])[c:22]4[c:23]([cH:24][cH:25][cH:26][cH:27]4)[C:28]3=[O:29])[CH2:30][c:31]3[c:32]([C:37]([F:38])([F:39])[F:40])[cH:33][cH:34][cH:35][cH:36]3)[s:12][cH:13]2)[c:6]1[CH2:7][CH3:8].[NH2:42][NH2:43].[O:44]1[CH2:45][CH2:46][CH2:47][CH2:48]1>>[Cl:1][c:2]1[n:3][n:4]([CH3:41])[c:5](-[c:9]2[cH:10][c:11]([C:14](=[O:15])[NH:16][CH:17]([CH2:18][NH2:19])[CH2:30][c:31]3[c:32]([C:37]([F:38])([F:39])[F:40])[cH:33][cH:34][cH:35][cH:36]3)[s:12][cH:13]2)[c:6]1[CH2:7][CH3:8].